Dataset: the Open Reaction Database (ORD), a public repository of structured organic reaction records. Task: describe an organic reaction: reactants, conditions, products, and yield Starting materials: ClC1=CC(=C2C(=N1)CCC2)NC2=CC=C(C=C2)CC(=O)OCC (ethyl 2-(4-((2-chloro-6,7-dihydro-5H-cyclopenta[b]pyridin-4-yl)amino)phenyl)acetate), N1CCOCC1 (morpholine). The product is O1CCN(CC1)C1=CC(=C2C(=N1)CCC2)NC2=CC=C(C=C2)CC(=O)OCC (ethyl 2-(4-((2-morpholino-6,7-dihydro-5H-cyclopenta[b]pyridin-4-yl)amino)phenyl)acetate). The yield is 24.8%. As a reaction SMILES: Cl[C:2]1[N:7]=[C:6]2[CH2:8][CH2:9][CH2:10][C:5]2=[C:4]([NH:11][C:12]2[CH:17]=[CH:16][C:15]([CH2:18][C:19]([O:21][CH2:22][CH3:23])=[O:20])=[CH:14][CH:13]=2)[CH:3]=1.[NH:24]1[CH2:29][CH2:28][O:27][CH2:26][CH2:25]1>>[O:27]1[CH2:28][CH2:29][N:24]([C:2]2[N:7]=[C:6]3[CH2:8][CH2:9][CH2:10][C:5]3=[C:4]([NH:11][C:12]3[CH:17]=[CH:16][C:15]([CH2:18][C:19]([O:21][CH2:22][CH3:23])=[O:20])=[CH:14][CH:13]=3)[CH:3]=2)[CH2:25][CH2:26]1. Procedure: Following general procedure B1, ethyl 2-(4-((2-chloro-6,7-dihydro-5H-cyclopenta[b]pyridin-4-yl)amino)phenyl)acetate (0.120 g, 0.36 mmol) was reacted with morpholine (0.063 g, 0.73 mmol) to afford the title compound (0.034 g, 15%) as an orange foam. MW=381.47. APCI MS m/z 382 [M+H]+.